The task is: describe an organic reaction: reactants, conditions, products, and yield. This data is from the Open Reaction Database (ORD), a public repository of structured organic reaction records. Starting materials: CCN(CC)S(F)(F)F, CCOC(=O)C#CC(C)(C)O, ClCCl. Product: CCOC(=O)C#CC(C)(C)F. As a reaction SMILES: [CH2:12]([N:13]([S:14]([F:15])([F:16])[F:18])[CH2:17][CH3:19])[CH3:20].[CH2:1]([CH3:2])[O:3][C:4]([C:5]#[C:6][C:7]([CH3:8])([CH3:9])[OH:10])=[O:11].[Cl:21][CH2:22][Cl:23]>>[CH2:1]([CH3:2])[O:3][C:4]([C:5]#[C:6][C:7]([CH3:8])([CH3:9])[F:18])=[O:11]. Starting materials: CCN(O)CC, CS(C)=O, COc1cc(Cl)cc(C(=O)Nc2ccc(Cl)cn2)c1NC(=O)c1scc(CCl)c1Cl, [K+], [K+], O=C([O-])[O-], O. Yields the product CCN(CC)OCc1csc(C(=O)Nc2c(OC)cc(Cl)cc2C(=O)Nc2ccc(Cl)cn2)c1Cl. Reaction SMILES: [CH2:1]([CH3:2])[N:3]([OH:4])[CH2:5][CH3:6].[CH3:37][S:38]([CH3:39])=[O:40].[Cl:7][c:8]1[cH:9][cH:10][c:11]([NH:14][C:15]([c:16]2[c:17]([NH:25][C:26](=[O:27])[c:28]3[s:29][cH:30][c:31]([CH2:34][Cl:35])[c:32]3[Cl:33])[c:18]([O:23][CH3:24])[cH:19][c:20]([Cl:22])[cH:21]2)=[O:36])[n:12][cH:13]1.[K+:41].[K+:42].[O-:43][C:44]([O-:45])=[O:46].[OH2:47]>>[CH2:1]([CH3:2])[N:3]([O:4][CH2:34][c:31]1[cH:30][s:29][c:28]([C:26]([NH:25][c:17]2[c:16]([C:15]([NH:14][c:11]3[cH:10][cH:9][c:8]([Cl:7])[cH:13][n:12]3)=[O:36])[cH:21][c:20]([Cl:22])[cH:19][c:18]2[O:23][CH3:24])=[O:27])[c:32]1[Cl:33])[CH2:5][CH3:6]. The reactants are N1C(CNCC1)C(=O)O (piperazine-2-carboxylic acid), C(=O)(OCC1C2=CC=CC=C2C2=CC=CC=C12)Cl (Fmoc Chloride), ice, ice water, [OH-].[Na+] (sodium hydroxide), Cl.Cl.N1[C@H](CNCC1)C(=O)O (Piperazine-2(R)-carboxylic acid dihydrochloride), N1CCNCC1 (piperazine). The solvent is O1CCOCC1 (dioxane), O1CCOCC1.O (dioxane water). Conditions: time 5.5 hour. Yields the product C1=CC=CC=2C3=CC=CC=C3C(C12)COC(=O)N1C[C@@H](NCC1)C(=O)O (Piperazine-1,3(R)-dicarboxylic acid-1-(9H-fluoren-9-ylmethyl)ester). Yield: 73.4%. Reaction SMILES: Cl.Cl.[NH:3]1[CH2:8][CH2:7][NH:6][CH2:5][C@@H:4]1[C:9]([OH:11])=[O:10].[OH-].[Na+].N1CCNCC1C(O)=O.[C:23](Cl)([O:25][CH2:26][CH:27]1[C:39]2[C:34](=[CH:35][CH:36]=[CH:37][CH:38]=2)[C:33]2[C:28]1=[CH:29][CH:30]=[CH:31][CH:32]=2)=[O:24].N1CCNCC1>O1CCOCC1.O1CCOCC1.O>[CH:38]1[C:39]2[CH:27]([CH2:26][O:25][C:23]([N:6]3[CH2:7][CH2:8][NH:3][C@@H:4]([C:9]([OH:11])=[O:10])[CH2:5]3)=[O:24])[C:28]3[C:33](=[CH:32][CH:31]=[CH:30][CH:29]=3)[C:34]=2[CH:35]=[CH:36][CH:37]=1 |f:0.1.2,3.4,9.10|. Reported procedure: Piperazine-2(R)-carboxylic acid dihydrochloride (5.95 g) was added to 50 mL dioxane/water (1:1). The solution was cooled in an ice bath and aqueous sodium hydroxide (10% w/v) solution was added drop-wise to adjust the pH to 9˜10. At this pH, piperazine-2-carboxylic acid dissolved completely. Then, Fmoc Chloride (2.46 g) in dioxane was added drop-wise to the ice-cooled solution of piperazine and the reaction mixture was stirred from 0° C. to RT over 5-6 hr. The mixture was poured into 800 ml of i... Reactants: CC(=O)OC(C)=O, Cc1ccccc1, Nc1cnc2cccc(Oc3cc(-c4ccc(C(F)(F)F)cc4)ncn3)c2n1. Yields the product CC(=O)Nc1cnc2cccc(Oc3cc(-c4ccc(C(F)(F)F)cc4)ncn3)c2n1. As a reaction SMILES: [CH3:29][C:30](=[O:31])[O:32][C:33](=[O:34])[CH3:35].[CH3:36][c:37]1[cH:38][cH:39][cH:40][cH:41][cH:42]1.[F:1][C:2]([c:3]1[cH:4][cH:5][c:6](-[c:9]2[cH:10][c:11]([O:15][c:16]3[cH:17][cH:18][cH:19][c:20]4[n:21][cH:22][c:23]([NH2:26])[n:24][c:25]34)[n:12][cH:13][n:14]2)[cH:7][cH:8]1)([F:27])[F:28]>>[F:1][C:2]([c:3]1[cH:4][cH:5][c:6](-[c:9]2[cH:10][c:11]([O:15][c:16]3[cH:17][cH:18][cH:19][c:20]4[n:21][cH:22][c:23]([NH:26][C:30]([CH3:29])=[O:31])[n:24][c:25]34)[n:12][cH:13][n:14]2)[cH:7][cH:8]1)([F:27])[F:28]. Starting materials: COc1cccc(C(=O)Cl)c1, Nc1ccc(N2CCN3CCC2CC3)cc1. The product is Cl, COc1cccc(C(=O)Nc2ccc(N3CCN4CCC3CC4)cc2)c1. RXN SMILES: [CH3:17][O:18][c:19]1[cH:20][c:21]([C:22](=[O:23])[Cl:24])[cH:25][cH:26][cH:27]1.[N:1]12[CH2:2][CH2:3][N:4]([c:10]3[cH:11][cH:12][c:13]([NH2:16])[cH:14][cH:15]3)[CH:5]([CH2:6][CH2:7]1)[CH2:8][CH2:9]2>>[ClH:24].[N:1]12[CH2:2][CH2:3][N:4]([c:10]3[cH:11][cH:12][c:13]([NH:16][C:22]([c:21]4[cH:20][c:19]([O:18][CH3:17])[cH:27][cH:26][cH:25]4)=[O:23])[cH:14][cH:15]3)[CH:5]([CH2:6][CH2:7]1)[CH2:8][CH2:9]2. Starting materials: c1ccc(COc2ccc(C3CNC3)c(OCc3ccccc3)c2)cc1, CCCCCN=C=O, CCN(C(C)C)C(C)C, O=C(O)C(F)(F)F, C1CCOC1. The product is CCCCCNC(=O)N1CC(c2ccc(OCc3ccccc3)cc2OCc2ccccc2)C1. Reaction SMILES: [CH2:16]([c:17]1[cH:18][cH:19][cH:20][cH:21][cH:22]1)[O:23][c:24]1[c:25]([CH:38]2[CH2:39][NH:40][CH2:41]2)[cH:26][cH:27][c:28]([O:30][CH2:31][c:32]2[cH:33][cH:34][cH:35][cH:36][cH:37]2)[cH:29]1.[CH2:1]([CH2:2][CH2:3][CH2:4][CH3:5])[N:6]=[C:7]=[O:8].[CH:47]([N:48]([CH2:49][CH3:50])[CH:51]([CH3:52])[CH3:53])([CH3:54])[CH3:55].[F:9][C:10]([F:11])([F:12])[C:13]([OH:14])=[O:15].[O:42]1[CH2:43][CH2:44][CH2:45][CH2:46]1>>[CH2:1]([CH2:2][CH2:3][CH2:4][CH3:5])[NH:6][C:7](=[O:8])[N:40]1[CH2:39][CH:38]([c:25]2[c:24]([O:23][CH2:16][c:17]3[cH:18][cH:19][cH:20][cH:21][cH:22]3)[cH:29][c:28]([O:30][CH2:31][c:32]3[cH:33][cH:34][cH:35][cH:36][cH:37]3)[cH:27][cH:26]2)[CH2:41]1. Reactants: COC1=CC=C(C=C1)S(=O)(=O)CCCS (3-[(4-methoxyphenyl)sulfonyl]-propane-1-thiol), solution, C(CCC)[Li] (n-butyllithium), C1CCOC1 (THF), C(C1=CC=CC=C1)Br (benzyl bromide), [Cl-].[NH4+] (ammonium chloride). The solvent is CCCCCC (hexane), CN1CCCN(C1=O)C (DMPU), O (water), C(C)(=O)OCC (ethyl acetate). Run at temperature -70 celsius, time 30 minute. Product: COC1=CC=C(C=C1)S(=O)(=O)C(CCO)CC1=CC=CC=C1 (3-[(4-methoxyphenyl)sulfonyl]-4-phenylbutan-1-ol). RXN SMILES: [CH3:1][O:2][C:3]1[CH:8]=[CH:7][C:6]([S:9]([CH2:12][CH2:13][CH2:14]S)(=[O:11])=[O:10])=[CH:5][CH:4]=1.C([Li])CCC.[CH2:21](Br)[C:22]1[CH:27]=[CH:26][CH:25]=[CH:24][CH:23]=1.[Cl-].[NH4+].C1C[O:34]CC1>CCCCCC.O.C(OCC)(=O)C.CN1C(=O)N(C)CCC1>[CH3:1][O:2][C:3]1[CH:8]=[CH:7][C:6]([S:9]([CH:12]([CH2:21][C:22]2[CH:27]=[CH:26][CH:25]=[CH:24][CH:23]=2)[CH2:13][CH2:14][OH:34])(=[O:11])=[O:10])=[CH:5][CH:4]=1 |f:3.4|. Reported procedure: Part A: To a solution of 5.0 g (22 mmol) of 3-[(4-methoxyphenyl)sulfonyl]propan-1-ol from example 13 and 6 mL of DMPU in 100 mL of anhydrous THF at -70° C. under nitrogen, was added 5.7 mL (2.8 g, 43 mmol) of a 10.0 M solution of n-butyllithium in hexane. After stirring for 30 min. at -70° C., 2.3 mL (3.3 g, 20 mmole) of benzyl bromide was added. After 18 hours, the reaction mixture was cooled to zero° C. and 25 mL of saturated ammonium chloride solution was added, followed by ethyl acetate and ... The reactants are IC1=CN(C2=CC=C(C=C12)C(=O)NN)S(=O)(=O)C1=CC=C(C)C=C1 (3-Iodo-1-tosyl-1H-indole-5-carbohydrazide), C1CCOC1 (THF), N(=C=S)C(C)(C)C (2-isothiocyanato-2-methylpropane), Cl.C(C)N=C=NCCCN(C)C (N1-((ethylimino)methylene)-N3,N3-dimethylpropane-1,3-diamine hydrochloride). Run in O (H2O). Reaction conditions: temperature 60 celsius. The product is C(C)(C)(C)NC=1OC(=NN1)C=1C=C2C(=CN(C2=CC1)S(=O)(=O)C1=CC=C(C)C=C1)I (N-tert-butyl-5-(3-iodo-1-tosyl-1H-indol-5-yl)-1,3,4-oxadiazol-2-amine). Isolated yield 51.4%. RXN SMILES: [I:1][C:2]1[C:10]2[C:5](=[CH:6][CH:7]=[C:8]([C:11]([NH:13][NH2:14])=[O:12])[CH:9]=2)[N:4]([S:15]([C:18]2[CH:24]=[CH:23][C:21]([CH3:22])=[CH:20][CH:19]=2)(=[O:17])=[O:16])[CH:3]=1.C1COCC1.[N:30]([C:33]([CH3:36])([CH3:35])[CH3:34])=[C:31]=S.Cl.C(N=C=NCCCN(C)C)C>O>[C:33]([NH:30][C:31]1[O:12][C:11]([C:8]2[CH:9]=[C:10]3[C:5](=[CH:6][CH:7]=2)[N:4]([S:15]([C:18]2[CH:24]=[CH:23][C:21]([CH3:22])=[CH:20][CH:19]=2)(=[O:16])=[O:17])[CH:3]=[C:2]3[I:1])=[N:13][N:14]=1)([CH3:36])([CH3:35])[CH3:34] |f:3.4|. Procedure: 3-Iodo-1-tosyl-1H-indole-5-carbohydrazide (625 mg, 1.373 mmol) in a 250 mL RBF was treated with THF (25 mL) and 2-isothiocyanato-2-methylpropane (0.871 mL, 6.86 mmol) (Aldrich). The flask was fitted with a reflux condenser and heated at 60° C. for 2.5 h. The reaction was cooled to RT, the THF was removed in vacuo and replaced with DMF (10.00 mL). The solution was treated with N1-((ethylimino)methylene)-N3,N3-dimethylpropane-1,3-diamine hydrochloride (395 mg, 2.059 mmol), fitted with a reflux con...